Task: describe an organic reaction: reactants, conditions, products, and yield. Dataset: the Open Reaction Database (ORD), a public repository of structured organic reaction records The reactants are [BH4-], C=C(C(=O)OCc1ccccc1)C1C(C(C)OC(=O)OCc2ccccc2)C(=O)N1C(Cc1ccc(OC)cc1)Cc1ccc(OC)cc1, CO, CCOC(C)=O, [Na+], Cl[Ni]Cl. The product is COc1ccc(CC(Cc2ccc(OC)cc2)N2C(=O)C(C(C)OC(=O)OCc3ccccc3)C2C(C)C(=O)OCc2ccccc2)cc1. As a reaction SMILES: [BH4-:50].[CH2:1]([c:2]1[cH:3][cH:4][cH:5][cH:6][cH:7]1)[O:8][C:9](=[O:10])[C:11](=[CH2:12])[CH:13]1[CH:14]([CH:37]([CH3:38])[O:39][C:40](=[O:41])[O:42][CH2:43][c:44]2[cH:45][cH:46][cH:47][cH:48][cH:49]2)[C:15](=[O:36])[N:16]1[CH:17]([CH2:18][c:19]1[cH:20][cH:21][c:22]([O:25][CH3:26])[cH:23][cH:24]1)[CH2:27][c:28]1[cH:29][cH:30][c:31]([O:34][CH3:35])[cH:32][cH:33]1.[CH3:52][OH:53].[CH3:54][CH2:55][O:56][C:57](=[O:58])[CH3:59].[Na+:51].[Ni:60]([Cl:61])[Cl:62]>>[CH2:1]([c:2]1[cH:3][cH:4][cH:5][cH:6][cH:7]1)[O:8][C:9](=[O:10])[CH:11]([CH3:12])[CH:13]1[CH:14]([CH:37]([CH3:38])[O:39][C:40](=[O:41])[O:42][CH2:43][c:44]2[cH:45][cH:46][cH:47][cH:48][cH:49]2)[C:15](=[O:36])[N:16]1[CH:17]([CH2:18][c:19]1[cH:20][cH:21][c:22]([O:25][CH3:26])[cH:23][cH:24]1)[CH2:27][c:28]1[cH:29][cH:30][c:31]([O:34][CH3:35])[cH:32][cH:33]1. Reactants: C(C)(C)(C)OC(=O)N1C(CNC2(CCCC2)C1)(C)C (8,8-dimethyl-6,9-diaza-spiro[4.5]decane-9-carboxylic acid tert-butyl ester), NCC(C)N (1,2-diamino-propane), OC1(CCCC1)C#N (1-hydroxycyclopentane-1-carbonitrile). Yields the product C(C)(C)(C)OC(=O)N1C(CNC2(CCCC2)C1)C (8-Methyl-6,9-diaza-spiro[4.5]decane-9-carboxylic acid tert-butyl ester). As a reaction SMILES: [C:1]([O:5][C:6]([N:8]1[CH2:17][C:12]2([CH2:16][CH2:15][CH2:14][CH2:13]2)[NH:11][CH2:10][C:9]1(C)[CH3:18])=[O:7])([CH3:4])([CH3:3])[CH3:2].NCC(N)C.OC1(C#N)CCCC1>>[C:1]([O:5][C:6]([N:8]1[CH2:17][C:12]2([CH2:16][CH2:15][CH2:14][CH2:13]2)[NH:11][CH2:10][CH:9]1[CH3:18])=[O:7])([CH3:4])([CH3:2])[CH3:3]. Procedure details: 8-Methyl-6,9-diaza-spiro[4.5]decane-9-carboxylic acid tert-butyl ester was synthesized in analogy to 8,8-dimethyl-6,9-diaza-spiro[4.5]decane-9-carboxylic acid tert-butyl ester starting from 1,2-diamino-propane and 1-hydroxycyclopentane-1-carbonitrile.